Dataset: the Open Reaction Database (ORD), a public repository of structured organic reaction records. Task: describe an organic reaction: reactants, conditions, products, and yield Starting materials: BrC=1C2=C(C=3NC(C(NC3C1)=O)=O)CC(CC2)O (6-bromo-9-hydroxy-1,4,7,8,9,10-hexahydrobenzo[f]quinoxaline-2,3-dione), [H-].[Na+] (sodium hydride), C(C1=CC=CC=C1)Br (benzyl bromide). Solvent: CN(C=O)C (dimethylformamide). Conditions: temperature 0 celsius, time 30 minute. The product is C(C1=CC=CC=C1)OC1CCC2=C(C=3NC(C(NC3C=C2Br)=O)=O)C1 (9-benzyloxy-6-bromo-1,4,7,8,9,10-hexahydro-benzo[f]quinoxaline-2,3-dione). RXN SMILES: [Br:1][C:2]1[C:3]2[CH2:17][CH2:16][CH:15]([OH:18])[CH2:14][C:4]=2[C:5]2[NH:6][C:7](=[O:13])[C:8](=[O:12])[NH:9][C:10]=2[CH:11]=1.[H-].[Na+].[CH2:21](Br)[C:22]1[CH:27]=[CH:26][CH:25]=[CH:24][CH:23]=1>CN(C)C=O>[CH2:21]([O:18][CH:15]1[CH2:14][C:4]2[C:5]3[NH:6][C:7](=[O:13])[C:8](=[O:12])[NH:9][C:10]=3[CH:11]=[C:2]([Br:1])[C:3]=2[CH2:17][CH2:16]1)[C:22]1[CH:27]=[CH:26][CH:25]=[CH:24][CH:23]=1 |f:1.2|. Procedure details: A mixture of 6-bromo-9-hydroxy-1,4,7,8,9,10-hexahydrobenzo[f]quinoxaline-2,3-dione (0.1 g, 0.32 mmol) and sodium hydride (16 mg, 0.4 mmol) in dimethylformamide (1 mL) was stirred at 0° C. for 30 min, and then treated with benzyl bromide (70 mg, 0.4 mmol). The reaction mixture was stirred for 48 h and warmed to room temperature during that time. The solvent was removed by rotoevaporation, the residue triturated in ethyl acetate, and the solid collected by filtration and dried. CI MS m/e (M+1) 402... Product: CC(C)[Si](C(C)C)(C(C)C)n1ccc2cc(C(=O)CC#N)ccc21. RXN SMILES: [CH3:1][C:2]#[N:3].[CH3:33][c:34]1[cH:35][cH:36][cH:37][cH:38][cH:39]1.[CH3:40][CH2:41][CH2:42][CH2:43][CH2:44][CH3:45].[CH3:9][O:10][C:11](=[O:12])[c:13]1[cH:14][c:15]2[cH:16][cH:17][n:18]([Si:22]([CH:23]([CH3:24])[CH3:25])([CH:26]([CH3:27])[CH3:28])[CH:29]([CH3:30])[CH3:31])[c:19]2[cH:20][cH:21]1.[ClH:32].[Li:4][CH2:5][CH2:6][CH2:7][CH3:8]>>[CH2:1]([C:2]#[N:3])[C:11](=[O:10])[c:13]1[cH:14][c:15]2[cH:16][cH:17][n:18]([Si:22]([CH:23]([CH3:24])[CH3:25])([CH:26]([CH3:27])[CH3:28])[CH:29]([CH3:30])[CH3:31])[c:19]2[cH:20][cH:21]1. The reactants are CC#N, Cc1ccccc1, CCCCCC, COC(=O)c1ccc2c(ccn2[Si](C(C)C)(C(C)C)C(C)C)c1, Cl, [Li]CCCC. Starting materials: FC=1C=C(CNC2=C(C=CC(=C2)OC)C2=CC3=CC=C(C=C3C=C2)OC)C=CC1OCCN1CCCCC1 ([3-fluoro-4-(2-piperidin-1-ylethoxy)benzyl][5-methoxy-2-(6-methoxynaphthalen-2-yl)phenyl]amine), C(C)N(C1=C(C=CC(=C1)OC)C1=CC2=CC=C(C=C2C=C1)OC)CC1=CC(=C(C=C1)OCCN1CCCCC1)F (ethyl[3-fluoro-4-(2-piperidin-1-ylethoxy)benzyl][5-methoxy-2-(6-methoxynaphthalen-2-yl)phenyl]amine). Product: C(C)N(C1=C(C=CC(=C1)O)C=1C=C2C=CC(=CC2=CC1)O)CC1=CC(=C(C=C1)OCCN1CCCCC1)F (6-{2-{Ethyl[3-fluoro-4-(2-piperidin-1-ylethoxy)benzyl]amino}-4-hydroxyphenyl}naphthalen-2-ol). The yield is 80.6%. As a reaction SMILES: FC1C=C(C=CC=1OCCN1CCCCC1)CNC1C=C(OC)C=CC=1C1C=CC2C(=CC=C(OC)C=2)C=1.[CH2:39]([N:41]([CH2:62][C:63]1[CH:68]=[CH:67][C:66]([O:69][CH2:70][CH2:71][N:72]2[CH2:77][CH2:76][CH2:75][CH2:74][CH2:73]2)=[C:65]([F:78])[CH:64]=1)[C:42]1[CH:47]=[C:46]([O:48]C)[CH:45]=[CH:44][C:43]=1[C:50]1[CH:59]=[CH:58][C:57]2[C:52](=[CH:53][CH:54]=[C:55]([O:60]C)[CH:56]=2)[CH:51]=1)[CH3:40]>>[CH2:39]([N:41]([CH2:62][C:63]1[CH:68]=[CH:67][C:66]([O:69][CH2:70][CH2:71][N:72]2[CH2:77][CH2:76][CH2:75][CH2:74][CH2:73]2)=[C:65]([F:78])[CH:64]=1)[C:42]1[CH:47]=[C:46]([OH:48])[CH:45]=[CH:44][C:43]=1[C:50]1[CH:51]=[C:52]2[C:57](=[CH:58][CH:59]=1)[CH:56]=[C:55]([OH:60])[CH:54]=[CH:53]2)[CH3:40]. Procedure: Synthesized from [3-fluoro-4-(2-piperidin-1-ylethoxy)benzyl][5-methoxy-2-(6-methoxynaphthalen-2-yl)phenyl]amine according to an analogous synthetic method to Example 36, ethyl[3-fluoro-4-(2-piperidin-1-ylethoxy)benzyl][5-methoxy-2-(6-methoxynaphthalen-2-yl)phenyl]amine (297 mg) was used according to an analogous synthetic method to Example 111 to provide the title compound (227 mg). Starting materials: ClC1=CC(=C(C=C1OC=1C=CC=2N(N1)C=C(N2)NC(=O)C2CC2)NC(=O)C2=CC(=NN2C)C)F (N-[4-chloro-5-({2-[(cyclopropylcarbonyl)amino]imidazo[1,2-b]pyridazin-6-yl}oxy)-2-fluorophenyl]-1,3-dimethyl-1H-pyrazole-5-carboxamide), Cl.C(C)(=O)OCC (hydrochloric acid ethyl acetate). The solvent is CO (methanol). Reaction conditions: time 4 hour. The product is Cl.NC=1N=C2N(N=C(C=C2)OC=2C=CC(=C(C2)NC(=O)C2=CC(=NN2C)C)F)C1 (N-{5-[(2-aminoimidazo[1,2-b]pyridazin-6-yl)oxy]-2-fluorophenyl}-1,3-dimethyl-1H-pyrazole-5-carboxamide.hydrochloride). Yield: 101.4%. Reaction SMILES: [Cl:1][C:2]1[C:7]([O:8][C:9]2[CH:10]=[CH:11][C:12]3[N:13]([CH:15]=[C:16]([NH:18]C(C4CC4)=O)[N:17]=3)[N:14]=2)=[CH:6][C:5]([NH:24][C:25]([C:27]2[N:31]([CH3:32])[N:30]=[C:29]([CH3:33])[CH:28]=2)=[O:26])=[C:4]([F:34])[CH:3]=1.Cl.C(OCC)(=O)C>CO>[ClH:1].[NH2:18][C:16]1[N:17]=[C:12]2[CH:11]=[CH:10][C:9]([O:8][C:7]3[CH:2]=[CH:3][C:4]([F:34])=[C:5]([NH:24][C:25]([C:27]4[N:31]([CH3:32])[N:30]=[C:29]([CH3:33])[CH:28]=4)=[O:26])[CH:6]=3)=[N:14][N:13]2[CH:15]=1 |f:1.2,4.5|. Procedure: To a suspension of N-[4-chloro-5-({2-[(cyclopropylcarbonyl)amino]imidazo[1,2-b]pyridazin-6-yl}oxy)-2-fluorophenyl]-1,3-dimethyl-1H-pyrazole-5-carboxamide (2.0 g, 4.72 mmol) in methanol (20 mL) was added 4N hydrochloric acid/ethyl acetate (16 mL) solution. After stirring at room temperature for 4 hr, the mixture was stirred at 50° C. for 12 hr. The solvent was evaporated under reduced pressure, and diisopropyl ether/ethanol (8 mL/2 mL) was added to the residue. The mixture was stirred at room tem... Reactants: ClC1=CC=C(C(=O)Cl)C=C1 (4-chloro-benzoyl chloride), CC1=CC(OC2=CC(=CC=C12)C#N)=O (4-methyl-2-oxo-2H-chromene-7-carbonitrile), [Li+].C[Si](C)(C)[N-][Si](C)(C)C (LiHMDS). Run in C1CCOC1 (THF), C1CCOC1 (THF). Run at time 1 hour. Product: ClC1=CC=C(C(=O)C=2C(OC3=CC(=CC=C3C2C)C#N)=O)C=C1 (3-(4-Chloro-benzoyl)-4-methyl-2-oxo-2H-chromene-7-carbonitrile). RXN SMILES: [CH3:1][C:2]1[C:11]2[C:6](=[CH:7][C:8]([C:12]#[N:13])=[CH:9][CH:10]=2)[O:5][C:4](=[O:14])[CH:3]=1.[Li+].C[Si]([N-][Si](C)(C)C)(C)C.[Cl:25][C:26]1[CH:34]=[CH:33][C:29]([C:30](Cl)=[O:31])=[CH:28][CH:27]=1>C1COCC1>[Cl:25][C:26]1[CH:34]=[CH:33][C:29]([C:30]([C:3]2[C:4](=[O:14])[O:5][C:6]3[C:11]([C:2]=2[CH3:1])=[CH:10][CH:9]=[C:8]([C:12]#[N:13])[CH:7]=3)=[O:31])=[CH:28][CH:27]=1 |f:1.2|. Procedure: To a solution of 4-methyl-2-oxo-2H-chromene-7-carbonitrile (170 mg, 0.918 mmol) in dry THF (5 mL) at −20° C. was added drop wise 1.0 M LiHMDS solution in THF (1 mL). After 30 minutes 4-chloro-benzoyl chloride (160 μL) was added slowly and the reaction mixture was stirred for 1 hour. The reaction mixture was then quenched with saturated aqueous ammonium chloride (10 mL) and extracted with ethyl acetate (50 mL). The organic layer was separated and dried over sodium sulfate, then concentrated and p... Starting materials: BrBr, CO, Cn1cccc1, [K+], N#C[S-]. Yields the product Cn1cccc1SC#N. Reaction SMILES: [Br:5][Br:6].[CH3:13][OH:14].[CH3:7][n:8]1[cH:9][cH:10][cH:11][cH:12]1.[K+:4].[S-:1][C:2]#[N:3]>>[S:1]([C:2]#[N:3])[c:12]1[n:8]([CH3:7])[cH:9][cH:10][cH:11]1.